Dataset: the Open Reaction Database (ORD), a public repository of structured organic reaction records. Task: describe an organic reaction: reactants, conditions, products, and yield Reactants: CC#N, O=C(CCl)Nc1cncnc1, O=C(OC1CN2CCC1CC2)C1(c2ccccc2)CCCCCC1. Product: [Cl-], O=C(C[N+]12CCC(CC1)C(OC(=O)C1(c3ccccc3)CCCCCC1)C2)Nc1cncnc1. Reaction SMILES: [CH3:36][C:37]#[N:38].[Cl:25][CH2:26][C:27](=[O:28])[NH:29][c:30]1[cH:31][n:32][cH:33][n:34][cH:35]1.[N:1]12[CH2:2][CH:3]([O:9][C:10](=[O:11])[C:12]3([c:19]4[cH:20][cH:21][cH:22][cH:23][cH:24]4)[CH2:13][CH2:14][CH2:15][CH2:16][CH2:17][CH2:18]3)[CH:4]([CH2:5][CH2:6]1)[CH2:7][CH2:8]2>>[Cl-:25].[N+:1]12([CH2:26][C:27](=[O:28])[NH:29][c:30]3[cH:31][n:32][cH:33][n:34][cH:35]3)[CH2:2][CH:3]([O:9][C:10](=[O:11])[C:12]3([c:19]4[cH:20][cH:21][cH:22][cH:23][cH:24]4)[CH2:13][CH2:14][CH2:15][CH2:16][CH2:17][CH2:18]3)[CH:4]([CH2:5][CH2:6]1)[CH2:7][CH2:8]2.